This data is from the Open Reaction Database (ORD), a public repository of structured organic reaction records. The task is: describe an organic reaction: reactants, conditions, products, and yield Starting materials: C(CC)[C@@H]1CC[C@H](CC1)C1=CC(=C(C(=C1)F)I)F (1-(trans-4-propylcyclohexyl)-3,5-difluoro-4-iodobenzene), C(#C)[C@@H]1CC[C@H](CC1)CCC (trans-1-ethynyl-4-propylcyclohexane). Reagents/catalysts: C=1C=CC(=CC1)[P](C=2C=CC=CC2)(C=3C=CC=CC3)[Pd]([P](C=4C=CC=CC4)(C=5C=CC=CC5)C=6C=CC=CC6)([P](C=7C=CC=CC7)(C=8C=CC=CC8)C=9C=CC=CC9)[P](C=1C=CC=CC1)(C=1C=CC=CC1)C=1C=CC=CC1 (tetrakis(triphenylphosphine)palladium(0)), [Cu]I (copper(I) iodide). The solvent is C(C)N(CC)CC (triethylamine). Conditions: temperature 105 celsius, time 17 hour. The product is C(CC)[C@@H]1CC[C@H](CC1)C#CC1=C(C=C(C=C1F)[C@@H]1CC[C@H](CC1)CCC)F (1-(trans-4-propylcyclohexylethynyl)-2,6-difluoro-4-(trans-4-propylcyclohexyl)benzene). Isolated yield 44.3%. RXN SMILES: [CH2:1]([C@H:4]1[CH2:9][CH2:8][C@H:7]([C:10]2[CH:15]=[C:14]([F:16])[C:13](I)=[C:12]([F:18])[CH:11]=2)[CH2:6][CH2:5]1)[CH2:2][CH3:3].[C:19]([C@H:21]1[CH2:26][CH2:25][C@H:24]([CH2:27][CH2:28][CH3:29])[CH2:23][CH2:22]1)#[CH:20]>C(N(CC)CC)C.C1C=CC([P]([Pd]([P](C2C=CC=CC=2)(C2C=CC=CC=2)C2C=CC=CC=2)([P](C2C=CC=CC=2)(C2C=CC=CC=2)C2C=CC=CC=2)[P](C2C=CC=CC=2)(C2C=CC=CC=2)C2C=CC=CC=2)(C2C=CC=CC=2)C2C=CC=CC=2)=CC=1.[Cu]I>[CH2:27]([C@H:24]1[CH2:23][CH2:22][C@H:21]([C:19]#[C:20][C:13]2[C:14]([F:16])=[CH:15][C:10]([C@H:7]3[CH2:8][CH2:9][C@H:4]([CH2:1][CH2:2][CH3:3])[CH2:5][CH2:6]3)=[CH:11][C:12]=2[F:18])[CH2:26][CH2:25]1)[CH2:28][CH3:29] |^1:40,42,61,80|. Procedure: A mixture of 0.8 g of 1-(trans-4-propylcyclohexyl)-3,5-difluoro-4-iodobenzene, 0.379 g of trans-1-ethynyl-4-propylcyclohexane, 0.023 g of tetrakis(triphenylphosphine)palladium(0) and 0.009 g of copper(I) iodide in 20 ml of triethylamine is stirred at 105° C. for 17 hrs. Thereafter, the mixture is cooled, partitioned between ether and water, the combined organic phases are dried over magnesium sulphate, filtered and the filtrate is evaporated on a rotary evaporator. Chromatography on 140 g of sil... Yields the product CCOC(=O)COc1ccc(F)cc1. RXN SMILES: [Br:15][CH2:16][C:17](=[O:18])[O:19][CH2:20][CH3:21].[C:1](=[O:2])([O-:3])[O-:4].[CH2:22]([C:23]([CH3:24])=[O:25])[CH3:26].[F:7][c:8]1[cH:9][cH:10][c:11]([OH:14])[cH:12][cH:13]1.[K+:5].[K+:6]>>[F:7][c:8]1[cH:9][cH:10][c:11]([O:14][CH2:16][C:17](=[O:18])[O:19][CH2:20][CH3:21])[cH:12][cH:13]1. The reactants are CCOC(=O)CBr, O=C([O-])[O-], CCC(C)=O, Oc1ccc(F)cc1, [K+], [K+].